This data is from the Open Reaction Database (ORD), a public repository of structured organic reaction records. The task is: describe an organic reaction: reactants, conditions, products, and yield Reactants: N1CCC(CC1)=O (4-piperidone), Cl.N1=C(C=CC=C1)CCl (2-picolyl chloride hydrochloride). Yields the product N1=C(C=CC=C1)CN1CCC(CC1)=O (1-(2-Pyridinylmethyl)-4-piperidone). Reaction SMILES: [NH:1]1[CH2:6][CH2:5][C:4](=[O:7])[CH2:3][CH2:2]1.Cl.[N:9]1[CH:14]=[CH:13][CH:12]=[CH:11][C:10]=1[CH2:15]Cl>>[N:9]1[CH:14]=[CH:13][CH:12]=[CH:11][C:10]=1[CH2:15][N:1]1[CH2:6][CH2:5][C:4](=[O:7])[CH2:3][CH2:2]1 |f:1.2|. Procedure: 1-(2-Pyridinylmethyl)-4-piperidone is prepared from 4-piperidone and 2-picolyl chloride hydrochloride essentially as described above in Example 38, Scheme C, step a. Starting materials: ClC1=C(C(CN2C=NC=C2)OCC2=C(C=C(C=C2)Cl)Cl)C=CC(=C1)Cl (1-[2,4-dichloro-β-(2,4-dichlorobenzyloxy)phenethyl]imidazole), BrC1=CC=C(OCCBr)C=C1 (2-(p-bromophenoxy)ethyl bromide). Solvent: C(C)#N (acetonitrile). Yields the product [Br-].BrC1=CC=C(OCC[N+]2=CN(C=C2)CC(C2=C(C=C(C=C2)Cl)Cl)OCC2=C(C=C(C=C2)Cl)Cl)C=C1 (1-[2-(p -bromophenoxy)ethyl]-3-[2,4-dichloro-β-(2,4-dichlorobenzyloxy)phenethyl]imidazolium bromide). Reaction SMILES: [Cl:1][C:2]1[CH:24]=[C:23]([Cl:25])[CH:22]=[CH:21][C:3]=1[CH:4]([O:11][CH2:12][C:13]1[CH:18]=[CH:17][C:16]([Cl:19])=[CH:15][C:14]=1[Cl:20])[CH2:5][N:6]1[CH:10]=[CH:9][N:8]=[CH:7]1.[Br:26][C:27]1[CH:36]=[CH:35][C:30]([O:31][CH2:32][CH2:33]Br)=[CH:29][CH:28]=1>C(#N)C>[Br-:26].[Br:26][C:27]1[CH:36]=[CH:35][C:30]([O:31][CH2:32][CH2:33][N+:8]2[CH:9]=[CH:10][N:6]([CH2:5][CH:4]([O:11][CH2:12][C:13]3[CH:18]=[CH:17][C:16]([Cl:19])=[CH:15][C:14]=3[Cl:20])[C:3]3[CH:21]=[CH:22][C:23]([Cl:25])=[CH:24][C:2]=3[Cl:1])[CH:7]=2)=[CH:29][CH:28]=1 |f:3.4|. Reported procedure: 4.2 parts of 1-[2,4-dichloro-β-(2,4-dichlorobenzyloxy)phenethyl]imidazole, 3.1 parts of 2-(p-bromophenoxy)ethyl bromide and 24 parts of acetonitrile are stirred together overnight at reflux temperature to obtain the desired 1-[2-(p -bromophenoxy)ethyl]-3-[2,4-dichloro-β-(2,4-dichlorobenzyloxy)phenethyl]imidazolium bromide product. The product is recovered from the reaction mixture by (a) diluting the latter with diisopropyl ether (b) adding three drops of water to precipitate the product as a cr... Starting materials: NCCC1=C(NC2=CC=CC=C12)C1=CC(=C(C=C1)OC)OC (3-(2-aminoethyl)-2-(3,4-dimethoxyphenyl)indole), [N+](=O)([O-])C1=CC=C(C=C1)CC(=O)O (4-nitrophenylacetic acid), ON1N=NC2=C1C=CC=C2 (1-hydroxybenzotriazole), Cl.CN(CCCN=C=NCC)C (1-(3-dimethylaminopropyl)-3-ethylcarbodiimide hydrochloride). Reaction conditions: temperature 0 celsius, time 10 minute. Product: COC=1C=C(C=CC1OC)C=1NC2=CC=CC=C2C1CCNC(CC1=CC=C(C=C1)[N+](=O)[O-])=O (N-[2-[2-(3,4-dimethoxyphenyl)-1H-indol-3-yl]ethyl]-2-(4-nitrophenyl)acetamide). Isolated yield 45.7%. Reaction SMILES: [N+:1]([C:4]1[CH:9]=[CH:8][C:7]([CH2:10][C:11]([OH:13])=O)=[CH:6][CH:5]=1)([O-:3])=[O:2].ON1C2C=CC=CC=2N=N1.Cl.CN(C)CCCN=C=NCC.[NH2:36][CH2:37][CH2:38][C:39]1[C:47]2[C:42](=[CH:43][CH:44]=[CH:45][CH:46]=2)[NH:41][C:40]=1[C:48]1[CH:53]=[CH:52][C:51]([O:54][CH3:55])=[C:50]([O:56][CH3:57])[CH:49]=1>>[CH3:57][O:56][C:50]1[CH:49]=[C:48]([C:40]2[NH:41][C:42]3[C:47]([C:39]=2[CH2:38][CH2:37][NH:36][C:11](=[O:13])[CH2:10][C:7]2[CH:6]=[CH:5][C:4]([N+:1]([O-:3])=[O:2])=[CH:9][CH:8]=2)=[CH:46][CH:45]=[CH:44][CH:43]=3)[CH:53]=[CH:52][C:51]=1[O:54][CH3:55] |f:2.3|. Procedure: To a stirred solution of 4-nitrophenylacetic acid (100 mg in 2.5 mL N,N-dimethylformamide) was added 1-hydroxybenzotriazole (90 mg) and the mixture cooled to 0° C. After 10 minutes, 1-(3-dimethylaminopropyl)-3-ethylcarbodiimide hydrochloride (148 mg) was added. The mixture was warmed to room temperature and 3-(2-aminoethyl)-2-(3,4-dimethoxyphenyl)indole (316 mg) was added. After 17 hours the reaction was quenched by the addition of water and extracted with ethyl acetate. The organic portion was ... Reactants: [NH+]1=CNC=C1.N1(C=NC=C1)C1=NS(C2=C(N1)C=CC(=C2)[N+](=O)[O-])(=O)=O (3-(Imidazol-1-yl)-7-nitro-4H-1,2,4-benzothiadiazine 1,1-dioxide imidazolium salt), C(CC)N (propylamine). Product: [N+](=O)([O-])C1=CC2=C(NC(=NS2(=O)=O)NCCC)C=C1 (7-Nitro-3-propylamino-4H-1,2,4-benzothiadiazine 1,1-dioxide). Reaction SMILES: [NH+]1C=CN[CH:2]=1.[N:6]1([C:11]2[NH:16][C:15]3[CH:17]=[CH:18][C:19]([N+:21]([O-:23])=[O:22])=[CH:20][C:14]=3[S:13](=[O:25])(=[O:24])[N:12]=2)[CH:10]=[CH:9]N=C1.C(N)CC>>[N+:21]([C:19]1[CH:18]=[CH:17][C:15]2[NH:16][C:11]([NH:6][CH2:10][CH2:9][CH3:2])=[N:12][S:13](=[O:25])(=[O:24])[C:14]=2[CH:20]=1)([O-:23])=[O:22] |f:0.1|. Procedure details: 3-(Imidazol-1-yl)-7-nitro-4H-1,2,4-benzothiadiazine 1,1-dioxide imidazolium salt was treated with propylamine according to the general procedure Method A to give the title compound; m.p. 268-270° C. The reactants are IC=1C=C(N)C=CC1 (3-iodoaniline), ClCC(=O)OC (methyl chloroacetate), C([O-])(O)=O.[Na+] (sodium bicarbonate), C(C)(=O)OCC (Ethyl acetate). The solvent is C(C)#N (acetonitrile). The product is COC(CNC1=CC(=CC=C1)I)=O (N-(3-Iodophenyl) glycine methyl ester). Isolated yield 150.5%. RXN SMILES: [I:1][C:2]1[CH:3]=[C:4]([CH:6]=[CH:7][CH:8]=1)[NH2:5].Cl[CH2:10][C:11]([O:13][CH3:14])=[O:12].C(=O)(O)[O-].[Na+].C(OCC)(=O)C>C(#N)C>[CH3:14][O:13][C:11](=[O:12])[CH2:10][NH:5][C:4]1[CH:6]=[CH:7][CH:8]=[C:2]([I:1])[CH:3]=1 |f:2.3|. Procedure: A mixture of 3-iodoaniline (40.0 g), methyl chloroacetate (37.12 g) and sodium bicarbonate (30.75 g) was heated in acetonitrile (400 ml) at reflux for 2 days under nitrogen. Ethyl acetate (250 ml) was then added and the mixture was washed with water (2×250 ml) dried and evaporated to give an oil (ca. 80 g), a sample of which (1.2 g) was purified by FCC eluting with ether-petroleum ether (7-3) to give the title compound (Intermediate 27; 0.8 g) as a solid, m.p. 83°. Starting materials: CON=C(CC(=O)OCC)C1=CC=C(C=C1)OC (Ethyl 3-(methoxyimino)-3-(4-methoxyphenyl)propanoate), [OH-].[Li+] (lithium hydroxide). Run in C1CCOC1 (THF). Run at time 12 hour. The product is CON=C(CC(=O)O)C1=CC=C(C=C1)OC (3-(Methoxyimino)-3-(4-methoxyphenyl)propanoic acid). RXN SMILES: [CH3:1][O:2][N:3]=[C:4]([C:11]1[CH:16]=[CH:15][C:14]([O:17][CH3:18])=[CH:13][CH:12]=1)[CH2:5][C:6]([O:8]CC)=[O:7].[OH-].[Li+]>C1COCC1>[CH3:1][O:2][N:3]=[C:4]([C:11]1[CH:12]=[CH:13][C:14]([O:17][CH3:18])=[CH:15][CH:16]=1)[CH2:5][C:6]([OH:8])=[O:7] |f:1.2|. Procedure details: To a solution of ethyl 3-(methoxyimino)-3-(4-methoxyphenyl)propanoate from Step A in THF (5 mL) was added 1 N lithium hydroxide (5 mL), and the resulting solution was stirred at room temperature for 12 h. Most of the solvents were removed in vacuo, and 1N hydrochloric acid (5 mL) was added. The aqueous layer was extrated with ethyl acetate (x4), and the combined organic layers were washed with brine, dried over anhydrous sodium sulfate, and filtered. The filtrate was evaporated in vacuo to give ... The reactants are NC(=O)N (urea), O=C1C(CCC1C=1C=NC(=CC1)C(F)(F)F)C(=O)OCC (ethyl 2-oxo-3-(6-(trifluoromethyl)pyridin-3-yl)cyclopentanecarboxylate), O (water). Run in CO (MeOH). Run at time 8 hour. Product: FC(C1=CC=C(C=N1)C1CCC2=C1N=C(N=C2O)O)(F)F (7-(6-(trifluoromethyl)pyridin-3-yl)-6,7-dihydro-5H-cyclopenta[d]pyrimidine-2,4-diol). Isolated yield 45.1%. RXN SMILES: [NH2:1][C:2]([NH2:4])=[O:3].O=[C:6]1[CH:10]([C:11]2[CH:12]=[N:13][C:14]([C:17]([F:20])([F:19])[F:18])=[CH:15][CH:16]=2)[CH2:9][CH2:8][CH:7]1[C:21](OCC)=[O:22].O>CO>[F:19][C:17]([F:18])([F:20])[C:14]1[N:13]=[CH:12][C:11]([CH:10]2[C:6]3[N:1]=[C:2]([OH:3])[N:4]=[C:21]([OH:22])[C:7]=3[CH2:8][CH2:9]2)=[CH:16][CH:15]=1. Procedure: To a melt of urea (748 mg, 12.45 mmol) at 150° C. was added ethyl 2-oxo-3-(6-(trifluoromethyl)pyridin-3-yl)cyclopentanecarboxylate (750 mg, 2.49 mmol) dropwise. The reaction was stirred overnight. The reaction mixture was cooled and the resulting solid mass was broken up and suspended in MeOH. The mixture was diluted with a large excess of water and cooled in an ice bath. The suspension was filtered and the residue was washed with water and dried to afford the semi-pure product, 7-(6-(trifluorom... The reactants are [Br-], O=C([O-])[O-], BrC1CCCC1, [K+], [K+], [K+], CN(C)C=O, O=Cc1ccc(O)c(O)c1. The product is O=Cc1ccc(OC2CCCC2)c(O)c1. As a reaction SMILES: [Br-:23].[C:17](=[O:18])([O-:19])[O-:20].[CH:11]1([Br:16])[CH2:12][CH2:13][CH2:14][CH2:15]1.[K+:21].[K+:22].[K+:24].[O:25]=[CH:26][N:27]([CH3:28])[CH3:29].[OH:1][c:2]1[cH:3][c:4]([CH:5]=[O:6])[cH:7][cH:8][c:9]1[OH:10]>>[OH:1][c:2]1[cH:3][c:4]([CH:5]=[O:6])[cH:7][cH:8][c:9]1[O:10][CH:11]1[CH2:12][CH2:13][CH2:14][CH2:15]1. Reactants: IC1=CC=C(C=C1)C=1C(=C(C=CC1)COC1CN(C1)C(=O)NC(C)(C)C)C(F)(F)F (3-[(4-iodo)phenyl-2-(trifluoromethyl)phenyl]methoxy-N-(tert-butyl)azetidine-1-carboxamide), B1(OCCCO1)C2=CN=CC=C2 (pyridine-3-boronic acid 1,3-propanediol cyclic ester), C1(=CC=CC=C1)P(C1=CC=CC=C1)C1=CC=CC=C1 (triphenylphosphine), C([O-])(O)=O.[Na+] (sodium bicarbonate). The reagents and catalysts are C(C)(=O)[O-].[Pd+2].C(C)(=O)[O-] (palladium acetate). The solvent is O1CCCC1 (tetrahydrofuran). Conditions: temperature 65 celsius. The product is N1=CC(=CC=C1)C1=CC=C(C=C1)C=1C(=C(C=CC1)COC1CN(C1)C(=O)NC(C)(C)C)C(F)(F)F (3-[4-(3-pyridinyl)phenyl-2-(trifluoromethyl)phenyl]methoxy-N-(tert-butyl)azetidine-1-carboxamide). Isolated yield 8.4%. Reaction SMILES: I[C:2]1[CH:7]=[CH:6][C:5]([C:8]2[C:9]([C:27]([F:30])([F:29])[F:28])=[C:10]([CH2:14][O:15][CH:16]3[CH2:19][N:18]([C:20]([NH:22][C:23]([CH3:26])([CH3:25])[CH3:24])=[O:21])[CH2:17]3)[CH:11]=[CH:12][CH:13]=2)=[CH:4][CH:3]=1.B1([C:37]2[CH:42]=[CH:41][CH:40]=[N:39][CH:38]=2)OCCCO1.C1(P(C2C=CC=CC=2)C2C=CC=CC=2)C=CC=CC=1.C(=O)(O)[O-].[Na+]>O1CCCC1.C([O-])(=O)C.[Pd+2].C([O-])(=O)C>[N:39]1[CH:40]=[CH:41][CH:42]=[C:37]([C:2]2[CH:3]=[CH:4][C:5]([C:8]3[C:9]([C:27]([F:29])([F:30])[F:28])=[C:10]([CH2:14][O:15][CH:16]4[CH2:19][N:18]([C:20]([NH:22][C:23]([CH3:26])([CH3:24])[CH3:25])=[O:21])[CH2:17]4)[CH:11]=[CH:12][CH:13]=3)=[CH:6][CH:7]=2)[CH:38]=1 |f:3.4,6.7.8|. Reported procedure: To a solution of aryl iodide (191) (100 mg, 0.19 mmol), pyridine-3-boronic acid 1,3-propanediol cyclic ester (61 mg, 0.38 mmol), palladium acetate (4 mg, 0.019 mmol) and triphenylphosphine (10 mg, 0.38 mmol) in tetrahydrofuran (10 mL) was added sodium bicarbonate (10 mL, saturated aqueous). The reaction mixture was heated to reflux (65° C.) for 4 h, cooled, filtered and partitioned between water (20 mL) and ethyl acetate (20 mL). The organic phase was separated and washed with brine (20 mL), dri... Starting materials: Cc1cc2c(c(C)c1NC(=O)CC(C)(C)C)CCC2=O, CO, Nc1ccc(F)cc1. Yields the product Cc1cc2c(c(C)c1NC(=O)CC(C)(C)C)CCC2Nc1ccc(F)cc1. RXN SMILES: [CH3:1][c:2]1[c:3]2[c:7]([cH:8][c:9]([CH3:19])[c:10]1[NH:11][C:12]([CH2:13][C:14]([CH3:15])([CH3:16])[CH3:17])=[O:18])[C:6](=[O:20])[CH2:5][CH2:4]2.[CH3:29][OH:30].[NH2:21][c:22]1[cH:23][cH:24][c:25]([F:26])[cH:27][cH:28]1>>[CH3:1][c:2]1[c:3]2[c:7]([cH:8][c:9]([CH3:19])[c:10]1[NH:11][C:12]([CH2:13][C:14]([CH3:15])([CH3:16])[CH3:17])=[O:18])[CH:6]([NH:21][c:22]1[cH:23][cH:24][c:25]([F:26])[cH:27][cH:28]1)[CH2:5][CH2:4]2.